The task is: describe an organic reaction: reactants, conditions, products, and yield. This data is from the Open Reaction Database (ORD), a public repository of structured organic reaction records. Starting materials: ClC1=CC=C2C=CC=NC2=C1C (7-Chloro-8-methylquinoline), BrN1C(CCC1=O)=O (N-bromosuccinimide), peroxide. Solvent: C1=CC=CC=C1 (benzene). Product: ClC1=CC=C2C=CC=NC2=C1CBr (7-chloro-8-(bromomethyl)quinoline). RXN SMILES: [Cl:1][C:2]1[C:11]([CH3:12])=[C:10]2[C:5]([CH:6]=[CH:7][CH:8]=[N:9]2)=[CH:4][CH:3]=1.[Br:13]N1C(=O)CCC1=O>C1C=CC=CC=1>[Cl:1][C:2]1[C:11]([CH2:12][Br:13])=[C:10]2[C:5]([CH:6]=[CH:7][CH:8]=[N:9]2)=[CH:4][CH:3]=1. Reported procedure: 7-Chloro-8-methylquinoline (1 g.) [Bradford et al., J. Chem. Soc., p. 437 (1947)] is dissolved in 20 ml. of benzene and brominated with one equivalent of N-bromosuccinimide in the presence of catalytic amounts of peroxide. The product, 7-chloro-8-(bromomethyl)quinoline is isolated by evaporation.